Dataset: the Open Reaction Database (ORD), a public repository of structured organic reaction records. Task: describe an organic reaction: reactants, conditions, products, and yield Reactants: ClC1=CC=C2CC(NC2=C1)=O (6-chloro-oxindole), C1=C(C=C(C=C1C(F)(F)F)N=C=O)C(F)(F)F (3,5-bis(trifluoromethyl)isocyanate), Cl (hydrochloric acid). The solvent is O1CCCC1 (tetrahydrofuran), C(C)N(CC)CC (triethylamine), O1CCCC1 (tetrahydrofuran). Conditions: time 4 hour. The product is FC(C=1C=C(C=C(C1)C(F)(F)F)NC(=O)C1=C(NC2=CC(=CC=C12)Cl)O)(F)F (N-[3,5-Bis(trifluoromethyl)phenyl]-6-chloro-2-hydroxyindole-3-carboxamide). Isolated yield 40.7%. RXN SMILES: [CH:1]1[C:6]([C:7]([F:10])([F:9])[F:8])=[CH:5][C:4]([N:11]=[C:12]=[O:13])=[CH:3][C:2]=1[C:14]([F:17])([F:16])[F:15].[Cl:18][C:19]1[CH:27]=[C:26]2[C:22]([CH2:23][C:24](=[O:28])[NH:25]2)=[CH:21][CH:20]=1.Cl>O1CCCC1.C(N(CC)CC)C>[F:17][C:14]([F:15])([F:16])[C:2]1[CH:3]=[C:4]([NH:11][C:12]([C:23]2[C:22]3[C:26](=[CH:27][C:19]([Cl:18])=[CH:20][CH:21]=3)[NH:25][C:24]=2[OH:28])=[O:13])[CH:5]=[C:6]([C:7]([F:10])([F:8])[F:9])[CH:1]=1. Reported procedure: Under argon atmosphere, 3,5-bis(trifluoromethyl)isocyanate (255 mg, 1.0 mmol) was dissolved in tetrahydrofuran (5 mL). A solution of 6-chloro-oxindole (184 mg, 1.1 mmol) in tetrahydrofuran (5 ml) and triethylamine (0.3 mL) were added, and the mixture was stirred at room temperature for 4 hours. The reaction mixture was poured into diluted hydrochloric acid and extracted with ethyl acetate. After the organic layer was washed with water and brine, dried over anhydrous magnesium sulfate, the residu... Reactants: C1(O)=CC(O)=CC=C1 (resorcinol), C=O (formalin). The solvent is O (water). Yields the product C1(O)=CC(O)=CC=C1.C=O (resorcinol formaldehyde). Reaction SMILES: [C:1]1([CH:8]=[CH:7][CH:6]=[C:4]([OH:5])[CH:3]=1)[OH:2].[CH2:9]=[O:10]>O>[C:1]1([CH:8]=[CH:7][CH:6]=[C:4]([OH:5])[CH:3]=1)[OH:2].[CH2:9]=[O:10] |f:3.4|. Procedure: Into a 500 ml flask are charged resorcinol (110 g, 1.0 mol) and 37% formalin (44.5 g), and the mixture is reacted at 70° C. for 5 hours. After the reaction, water is distilled off at 150° C. under reduced pressure (inner pressure: 25 mmHg) to give a resorcinol/formaldehyde resin having a softening point of 98° C. (Resin X).